Dataset: the Open Reaction Database (ORD), a public repository of structured organic reaction records. Task: describe an organic reaction: reactants, conditions, products, and yield Reactants: C(C)N(C(C)C)C(C)C (N-ethyl-N-isopropylpropan-2-amine), BrC=1C(=NN(C1C(=O)O)C)C (4-bromo-1,3-dimethyl-1H-pyrazole-5-carboxylic acid), [Cl-].[NH4+] (ammonium chloride), C=1C=CC2=C(C1)N=NN2O (HOBt), C(CCl)Cl (EDC). The solvent is CN(C)C=O (DMF), CCOC(=O)C (EtOAc). Reaction conditions: time 18 hour. Product: BrC=1C(=NN(C1C(=O)N)C)C (4-bromo-1,3-dimethyl-1H-pyrazole-5-carboxamide). As a reaction SMILES: [Br:1][C:2]1[C:3]([CH3:11])=[N:4][N:5]([CH3:10])[C:6]=1[C:7](O)=[O:8].[Cl-].[NH4+].C1C=CC2N(O)N=[N:20]C=2C=1.C(Cl)CCl.C(N(C(C)C)C(C)C)C>CN(C=O)C.CCOC(C)=O>[Br:1][C:2]1[C:3]([CH3:11])=[N:4][N:5]([CH3:10])[C:6]=1[C:7]([NH2:20])=[O:8] |f:1.2|. Reported procedure: To 4-bromo-1,3-dimethyl-1H-pyrazole-5-carboxylic acid (0.3 g, 1.370 mmol) in DMF (5 mL) were added ammonium chloride (0.293 g, 5.48 mmol), HOBt (0.222 g, 1.644 mmol), and EDC (0.368 g, 1.917 mmol), followed by N-ethyl-N-isopropylpropan-2-amine (1.193 mL, 6.85 mmol). The reaction mixture was stirred for 18 hours at room temperature. The reaction mixture was subsequently diluted with EtOAc, washed with brine, dried over Na2SO4, and concentrated to give the title compound, which was used without fu... Reaction SMILES: [CH3:31][N:32]([CH3:33])[CH:34]=[O:35].[Cl-:30].[Cl:1][c:2]1[n:3][c:4](-[n:18]2[cH:19][n:20][cH:21][cH:22]2)[n:5][c:6]([Cl:17])[c:7]1-[c:8]1[c:9]([F:16])[cH:10][c:11]([F:15])[cH:12][c:13]1[F:14].[F:23][C:24]([CH2:25][NH2:26])([F:27])[F:28].[Na+:29]>>[c:2]1([NH:26][CH2:25][C:24]([F:23])([F:27])[F:28])[n:3][c:4](-[n:18]2[cH:19][n:20][cH:21][cH:22]2)[n:5][c:6]([Cl:17])[c:7]1-[c:8]1[c:9]([F:16])[cH:10][c:11]([F:15])[cH:12][c:13]1[F:14]. The reactants are CN(C)C=O, [Cl-], Fc1cc(F)c(-c2c(Cl)nc(-n3ccnc3)nc2Cl)c(F)c1, NCC(F)(F)F, [Na+]. The product is Fc1cc(F)c(-c2c(Cl)nc(-n3ccnc3)nc2NCC(F)(F)F)c(F)c1. The reactants are ClC1=C(C=CC=2C(C3=C(C=CC=C3OC12)F)=O)OCC(=O)OCC (ethyl 4-chloro-8-fluoro-9-oxo-9H-xanthene-3-yloxyacetate), [OH-].[Na+] (sodium hydroxide), Cl (hydrochloric acid). Run in O (water). The product is ClC1=C(C=CC=2C(C3=C(C=CC=C3OC12)F)=O)OCC(=O)O (4-chloro-8-fluoro-9-oxo-9H-xanthene-3-yloxyacetic acid). Yield: 82.3%. Reaction SMILES: [Cl:1][C:2]1[C:15]2[O:14][C:13]3[C:8](=[C:9]([F:16])[CH:10]=[CH:11][CH:12]=3)[C:7](=[O:17])[C:6]=2[CH:5]=[CH:4][C:3]=1[O:18][CH2:19][C:20]([O:22]CC)=[O:21].[OH-].[Na+].Cl>O>[Cl:1][C:2]1[C:15]2[O:14][C:13]3[C:8](=[C:9]([F:16])[CH:10]=[CH:11][CH:12]=3)[C:7](=[O:17])[C:6]=2[CH:5]=[CH:4][C:3]=1[O:18][CH2:19][C:20]([OH:22])=[O:21] |f:1.2|. Reported procedure: A mixture of 2.6 g of 4-chloro-8-fluoro-3-hydroxy-9-oxo-9H-xanthene, 2.8 g of potassium carbonate, 3.3 g of ethyl bromoacetate and 40 ml of N,N-dimethylformamide (DMF) was stirred at 60°-70° C. for 4 hours. After cooling the mixture, water was added thereto and the resulting crystal was recovered by filtration, washed with water and dried. Recrystallization from ethanol gave 3.4 g of ethyl 4-chloro-8-fluoro-9-oxo-9H-xanthene-3-yloxyacetate. A mixture of this ester (3.3 g), sodium hydroxide (1.9 ...